The task is: describe an organic reaction: reactants, conditions, products, and yield. This data is from the Open Reaction Database (ORD), a public repository of structured organic reaction records. Reactants: [N-]=[N+]=NCC1CCCc2cccc(-c3c(Cl)cccc3Cl)c2O1, C1CCOC1, O, c1ccc(P(c2ccccc2)c2ccccc2)cc1. The product is NCC1CCCc2cccc(-c3c(Cl)cccc3Cl)c2O1. As a reaction SMILES: [N:1](=[N+:2]=[N-:3])[CH2:4][CH:5]1[CH2:6][CH2:7][CH2:8][c:9]2[c:10]([c:12](-[c:16]3[c:17]([Cl:23])[cH:18][cH:19][cH:20][c:21]3[Cl:22])[cH:13][cH:14][cH:15]2)[O:11]1.[O:43]1[CH2:44][CH2:45][CH2:46][CH2:47]1.[OH2:48].[c:24]1([P:25]([c:26]2[cH:27][cH:28][cH:29][cH:30][cH:31]2)[c:32]2[cH:33][cH:34][cH:35][cH:36][cH:37]2)[cH:38][cH:39][cH:40][cH:41][cH:42]1>>[NH2:1][CH2:4][CH:5]1[CH2:6][CH2:7][CH2:8][c:9]2[c:10]([c:12](-[c:16]3[c:17]([Cl:23])[cH:18][cH:19][cH:20][c:21]3[Cl:22])[cH:13][cH:14][cH:15]2)[O:11]1. The reactants are Clc1cc(Br)c(Cl)nn1, CNCCO, CC(C)O. Yields the product CN(CCO)c1cc(Cl)nnc1Cl. Reaction SMILES: [Br:1][c:2]1[c:3]([Cl:9])[n:4][n:5][c:6]([Cl:8])[cH:7]1.[CH3:10][NH:11][CH2:12][CH2:13][OH:14].[CH:15]([OH:16])([CH3:17])[CH3:18]>>[c:2]1([N:11]([CH3:10])[CH2:12][CH2:13][OH:14])[c:3]([Cl:9])[n:4][n:5][c:6]([Cl:8])[cH:7]1. The reactants are BrC=1C(=C(N)C=CC1F)F (3-bromo-2,4-difluoroaniline), C(CC)S(=O)(=O)Cl (n-propanesulfonyl chloride), N1=CC=CC=C1 (pyridine), C([O-])(O)=O.[Na+] (sodium bicarbonate). Reagents/catalysts: CN(C)C=1C=CN=CC1 (DMAP). The solvent is C(Cl)Cl (DCM). Product: BrC=1C(=C(C=CC1F)NS(=O)(=O)CCC)F (N-(3-bromo-2,4-difluorophenyl)propane-1-sulfonamide). Reaction SMILES: [Br:1][C:2]1[C:3]([F:10])=[C:4]([CH:6]=[CH:7][C:8]=1[F:9])[NH2:5].[CH2:11]([S:14](Cl)(=[O:16])=[O:15])[CH2:12][CH3:13].N1C=CC=CC=1.C(=O)(O)[O-].[Na+]>CN(C1C=CN=CC=1)C.C(Cl)Cl>[Br:1][C:2]1[C:3]([F:10])=[C:4]([NH:5][S:14]([CH2:11][CH2:12][CH3:13])(=[O:16])=[O:15])[CH:6]=[CH:7][C:8]=1[F:9] |f:3.4|. Procedure: A solution of 3-bromo-2,4-difluoroaniline (4.16 g, 20 mmol, EP184384), n-propanesulfonyl chloride (4.6 ml, 40 mmol), pyridine (8 ml), DMAP (97 mg), and DCM (100 ml) was stirred at rt for 16 h. Aqueous sodium bicarbonate solution was added and the mixture was extracted with ethyl acetate. The organic layer was washed with aqueous sodium bicarbonate and brine. The crude product was purified by silica gel chromatography (8:1 to 3:1 hexanes/ethyl acetate eluant) to give the title compound. MS m/z 31... The reactants are N#Cc1ccc2ncnn2c1, NCc1csc2ncccc12, N#Cc1csc2ncccc12. The product is NCc1ccc2ncnn2c1. RXN SMILES: [n:1]1[cH:2][n:3][n:4]2[c:5]1[cH:6][cH:7][c:8]([C:10]#[N:11])[cH:9]2.[s:12]1[c:13]2[n:14][cH:15][cH:16][cH:17][c:18]2[c:19]([CH2:20][NH2:21])[cH:22]1.[s:23]1[c:24]2[n:25][cH:26][cH:27][cH:28][c:29]2[c:30]([C:31]#[N:32])[cH:33]1>>[n:1]1[cH:2][n:3][n:4]2[c:5]1[cH:6][cH:7][c:8]([CH2:10][NH2:11])[cH:9]2. RXN SMILES: [C:1]([NH:2][NH2:3])(=[O:4])[O:5][CH:6]([c:7]1[cH:8][cH:9][cH:10][cH:11][cH:12]1)[c:13]1[cH:14][cH:15][cH:16][cH:17][cH:18]1.[CH3:27][CH2:28][OH:29].[n:19]1[cH:20][cH:21][c:22]([CH:25]=[O:26])[cH:23][cH:24]1>>[C:1]([NH:2][N:3]=[CH:25][c:22]1[cH:21][cH:20][n:19][cH:24][cH:23]1)(=[O:4])[O:5][CH:6]([c:7]1[cH:8][cH:9][cH:10][cH:11][cH:12]1)[c:13]1[cH:14][cH:15][cH:16][cH:17][cH:18]1. The product is O=C(NN=Cc1ccncc1)OC(c1ccccc1)c1ccccc1. The reactants are NNC(=O)OC(c1ccccc1)c1ccccc1, CCO, O=Cc1ccncc1. Starting materials: COc1cc(N2CCNCC2)c2ncccc2c1, CO, O=C1CCN(c2cccc3cc(C(F)(F)F)cnc23)CC1. Yields the product COc1cc(N2CCN(C3CCN(c4cccc5cc(C(F)(F)F)cnc45)CC3)CC2)c2ncccc2c1. RXN SMILES: [CH3:1][O:2][c:3]1[cH:4][c:5]2[cH:6][cH:7][cH:8][n:9][c:10]2[c:11]([N:13]2[CH2:14][CH2:15][NH:16][CH2:17][CH2:18]2)[cH:12]1.[CH3:40][OH:41].[F:19][C:20]([c:21]1[cH:22][n:23][c:24]2[c:25]([N:31]3[CH2:32][CH2:33][C:34](=[O:37])[CH2:35][CH2:36]3)[cH:26][cH:27][cH:28][c:29]2[cH:30]1)([F:38])[F:39]>>[CH3:1][O:2][c:3]1[cH:4][c:5]2[cH:6][cH:7][cH:8][n:9][c:10]2[c:11]([N:13]2[CH2:14][CH2:15][N:16]([CH:34]3[CH2:33][CH2:32][N:31]([c:25]4[c:24]5[n:23][cH:22][c:21]([C:20]([F:19])([F:38])[F:39])[cH:30][c:29]5[cH:28][cH:27][cH:26]4)[CH2:36][CH2:35]3)[CH2:17][CH2:18]2)[cH:12]1. Reactants: CC(=O)C.OS(=O)(=O)O.O=[Cr](=O)=O (Jones reagent), chromic anhydride, S(O)(O)(=O)=O (sulfuric acid), CC(C)O (2-propanol), P(=O)(OCC=C)(OCC=C)OCC1=C(C=CC=C1CO)Cl (diallyl 2-chloro-6-(hydroxymethyl)benzyl phosphate). Solvent: CC(=O)C (acetone), O (water). Reaction conditions: time 1 hour. The product is C(C=C)OP(=O)(OCC=C)OCC1=C(C(=O)O)C=CC=C1Cl (2-[[Bis(allyloxy)phosphoryl]oxymethyl]-3-chlorobenzoic acid). The yield is 76.0%. Reaction SMILES: [P:1]([O:11][CH2:12][C:13]1[C:18]([CH2:19][OH:20])=[CH:17][CH:16]=[CH:15][C:14]=1[Cl:21])([O:7][CH2:8][CH:9]=[CH2:10])([O:3][CH2:4][CH:5]=[CH2:6])=[O:2].CC(C)=[O:24].OS(O)(=O)=O.O=[Cr](=O)=O.S(=O)(=O)(O)O.CC(O)C>CC(C)=O.O>[CH2:4]([O:3][P:1]([O:11][CH2:12][C:13]1[C:14]([Cl:21])=[CH:15][CH:16]=[CH:17][C:18]=1[C:19]([OH:24])=[O:20])([O:7][CH2:8][CH:9]=[CH2:10])=[O:2])[CH:5]=[CH2:6] |f:1.2.3|. Procedure: A solution of diallyl 2-chloro-6-(hydroxymethyl)benzyl phosphate (2.62 g, 7.88 mmol) obtained from Example 27-(3) in acetone (25 ml) was cooled to 0° C., and Jones reagent (a mixture of chromic anhydride (5.34 g) and concentrated sulfuric acid (4.6 ml) diluted with water to 20 ml total volume; 12 ml, ca. 32 mmol) was added thereto. The reaction mixture was stirred at room temperature for 1 hour, and then 2-propanol (1 ml) was added thereto to stop the reaction. The insoluble material was filtere...